This data is from the Open Reaction Database (ORD), a public repository of structured organic reaction records. The task is: describe an organic reaction: reactants, conditions, products, and yield Starting materials: CC1=C(C=C(C=C1)S)CCC (4-methyl-3-n-propylthio-phenol), BrCCCCl (3-bromo-1-chloro-n-propane), aqueous solution, [OH-].[Na+] (sodium hydroxide). The reagents and catalysts are [Br-].C(CCC)[N+](CCCC)(CCCC)CCCC (tetrabutylammonium bromide). Solvent: O (water). Conditions: time 2 hour. Product: ClCCCSC1=CC(=C(C=C1)C)CCC (1-chloro-3-(4-methyl-3-n-propylthiophenoxy)-n-propane). Yield: 75.3%. Reaction SMILES: [CH3:1][C:2]1[CH:7]=[CH:6][C:5]([SH:8])=[CH:4][C:3]=1[CH2:9][CH2:10][CH3:11].Br[CH2:13][CH2:14][CH2:15][Cl:16].[OH-].[Na+]>[Br-].C([N+](CCCC)(CCCC)CCCC)CCC.O>[Cl:16][CH2:15][CH2:14][CH2:13][S:8][C:5]1[CH:6]=[CH:7][C:2]([CH3:1])=[C:3]([CH2:9][CH2:10][CH3:11])[CH:4]=1 |f:2.3,4.5|. Procedure: 36.4 g of 4-methyl-3-n-propylthio-phenol, 35 g of 3-bromo-1-chloro-n-propane and 3 g of tetrabutylammonium bromide were added into 10% aqueous solution of sodium hydroxide, and this mixture was stirred drastically for 2 hours at room temperature, then for 6 hours at 50° C. After the reaction was finished, the mixture was poured into 200 ml of water, and extracted 2 times by 200 ml of toluene. After the toluene layer was washed with water, toluene was distilled off, and the residue thus obtained ... The reactants are [Li+].CC(C)[N-]C(C)C (LDA), FC1=CC=C(C=C1)C(C(=O)OC)C=1C=NC(=NC1)N1CCN(CC1)C(=O)OC(C)(C)C (tert-butyl 4-(5-(1-(4-fluorophenyl)-2-methoxy-2-oxoethyl)pyrimidin-2-yl)piperazine-1-carboxylate), CI (CH3I). Run in C1CCOC1 (THF). Conditions: temperature -78 celsius, time 30 minute. Yields the product FC1=CC=C(C=C1)C(C(=O)OC)(C)C=1C=NC(=NC1)N1CCN(CC1)C(=O)OC(C)(C)C (tert-butyl 4-(5-(2-(4-fluorophenyl)-1-methoxy-1-oxopropan-2-yl)pyrimidin-2-yl)piperazine-1-carboxylate). Isolated yield 77.2%. RXN SMILES: [F:1][C:2]1[CH:7]=[CH:6][C:5]([CH:8]([C:13]2[CH:14]=[N:15][C:16]([N:19]3[CH2:24][CH2:23][N:22]([C:25]([O:27][C:28]([CH3:31])([CH3:30])[CH3:29])=[O:26])[CH2:21][CH2:20]3)=[N:17][CH:18]=2)[C:9]([O:11][CH3:12])=[O:10])=[CH:4][CH:3]=1.[Li+].[CH3:33]C([N-]C(C)C)C.CI>C1COCC1>[F:1][C:2]1[CH:7]=[CH:6][C:5]([C:8]([C:13]2[CH:14]=[N:15][C:16]([N:19]3[CH2:24][CH2:23][N:22]([C:25]([O:27][C:28]([CH3:31])([CH3:30])[CH3:29])=[O:26])[CH2:21][CH2:20]3)=[N:17][CH:18]=2)([CH3:33])[C:9]([O:11][CH3:12])=[O:10])=[CH:4][CH:3]=1 |f:1.2|. Procedure details: To a mixture of tert-butyl 4-(5-(1-(4-fluorophenyl)-2-methoxy-2-oxoethyl)pyrimidin-2-yl)piperazine-1-carboxylate (1.0 g, 2.33 mmol) in THF (20 mL) at −78° C. was added LDA (2 M, 2.33 mL, 4.65 mmol) dropwise, After stirred at −78° C. for 30 min, CH3I (0.66 g, 4.65 mmol) was added. After stirred at RT for another 1 h, the reaction was quenched by water and extracted with EA. The combined organic layers were washed with water and brine, dried over Na2SO4, filtered and concentrated. The residue was ... Reactants: CC(=O)c1ccc(-c2ccc(C#N)o2)cc1, CO, Cl, NO. Product: CC(=O)c1ccc(-c2ccc(C(N)=NO)o2)cc1. RXN SMILES: [C:1]([CH3:2])(=[O:3])[c:4]1[cH:5][cH:6][c:7](-[c:10]2[cH:11][cH:12][c:13]([C:15]#[N:16])[o:14]2)[cH:8][cH:9]1.[CH3:20][OH:21].[ClH:19].[NH2:17][OH:18]>>[C:1]([CH3:2])(=[O:3])[c:4]1[cH:5][cH:6][c:7](-[c:10]2[cH:11][cH:12][c:13]([C:15]([NH2:16])=[N:17][OH:18])[o:14]2)[cH:8][cH:9]1. The product is Cc1nc(Br)c(C=O)n1COCC[Si](C)(C)C. The reactants are Cc1nc(Br)c(Br)n1COCC[Si](C)(C)C, [Li]CCCC, CCCCCC, CN(C)C=O, C1CCOC1. RXN SMILES: [Br:1][c:2]1[n:3][c:4]([CH3:16])[n:5]([CH2:8][O:9][CH2:10][CH2:11][Si:12]([CH3:13])([CH3:14])[CH3:15])[c:6]1[Br:7].[CH2:23]([Li:24])[CH2:25][CH2:26][CH3:27].[CH3:17][CH2:18][CH2:19][CH2:20][CH2:21][CH3:22].[CH3:28][N:29]([CH:30]=[O:31])[CH3:32].[O:33]1[CH2:34][CH2:35][CH2:36][CH2:37]1>>[Br:1][c:2]1[n:3][c:4]([CH3:16])[n:5]([CH2:8][O:9][CH2:10][CH2:11][Si:12]([CH3:13])([CH3:14])[CH3:15])[c:6]1[CH:30]=[O:31]. The reactants are ClC1=C(C=CC=C1)S(=O)(=O)[C@@H]1C[C@H](NC1)C(=O)NC1(CC1)C#N ((2S,4R)-4-(2-chlorophenylsulfonyl)-N-(1-cyanocyclopropyl)pyrrolidine-2-carboxamide), Cl.N1(CCCCC1)C1(CC1)C(=O)O (1-(piperidin-1-yl)cyclopropanecarboxylic acid hydrochloride). Product: ClC1=C(C=CC=C1)S(=O)(=O)[C@@H]1C[C@H](N(C1)C(=O)C1(CC1)N1CCCCC1)C(=O)NC1(CC1)C#N ((2S,4R)-4-(2-chlorophenylsulfonyl)-N-(1-cyanocyclopropyl)-1-(1-(piperidin-1-yl)cyclopropanecarbonyl)pyrrolidine-2-carboxamide). Isolated yield 75.0%. As a reaction SMILES: [Cl:1][C:2]1[CH:7]=[CH:6][CH:5]=[CH:4][C:3]=1[S:8]([C@H:11]1[CH2:15][NH:14][C@H:13]([C:16]([NH:18][C:19]2([C:22]#[N:23])[CH2:21][CH2:20]2)=[O:17])[CH2:12]1)(=[O:10])=[O:9].Cl.[N:25]1([C:31]2([C:34](O)=[O:35])[CH2:33][CH2:32]2)[CH2:30][CH2:29][CH2:28][CH2:27][CH2:26]1>>[Cl:1][C:2]1[CH:7]=[CH:6][CH:5]=[CH:4][C:3]=1[S:8]([C@H:11]1[CH2:15][N:14]([C:34]([C:31]2([N:25]3[CH2:30][CH2:29][CH2:28][CH2:27][CH2:26]3)[CH2:32][CH2:33]2)=[O:35])[C@H:13]([C:16]([NH:18][C:19]2([C:22]#[N:23])[CH2:21][CH2:20]2)=[O:17])[CH2:12]1)(=[O:10])=[O:9] |f:1.2|. Procedure details: The reaction of (2S,4R)-4-(2-chlorophenylsulfonyl)-N-(1-cyanocyclopropyl)pyrrolidine-2-carboxamide 7H with 1-(piperidin-1-yl)cyclopropanecarboxylic acid hydrochloride 16A carried out according to the general procedure L yielded (2S,4R)-4-(2-chlorophenylsulfonyl)-N-(1-cyanocyclopropyl)-1-(1-(piperidin-1-yl)cyclopropanecarbonyl)pyrrolidine-2-carboxamide as a colorless oil (75%). MS ISP (m/e): 505.2 (100) [(M+H)]+. Reactants: C(C)(C)(C)C=1C=C(C(=NC1)C)[N+](=O)[O-] (5-tert-butyl-2-methyl-3-nitro-pyridine). The reagents and catalysts are [Pd] (Pd). Solvent: C(C)O (ethanol). Run at time 18 hour. The product is C(C)(C)(C)C=1C=C(C(=NC1)C)N (5-tert-butyl-2-methyl-pyridin-3-ylamine). Yield: 104.0%. Reaction SMILES: [C:1]([C:5]1[CH:6]=[C:7]([N+:12]([O-])=O)[C:8]([CH3:11])=[N:9][CH:10]=1)([CH3:4])([CH3:3])[CH3:2]>C(O)C.[Pd]>[C:1]([C:5]1[CH:6]=[C:7]([NH2:12])[C:8]([CH3:11])=[N:9][CH:10]=1)([CH3:4])([CH3:3])[CH3:2]. Procedure details: The above pyridine (388 mg, 1.99 mmol) was dissolved in ethanol (6 mL) and placed in a Parr hydrogenation vessel. Pd (10% on carbon, 20 mg) was added and the reaction was placed under a hydrogen atmosphere (50 psi) and shaken at room temperature for 18 h. The solution was then filtered through diatomaceous earth, concentrated in vacuo to provide 5-tert-butyl-2-methyl-pyridin-3-ylamine (340 mg, 99%) as a pale orange solid: ESI MS m/z 164 [C10H16N2+H]+. The reactants are CCN=C=NCCCN(C)C, CN1CCNCC1, Cl, Cc1ccc(S(=O)(=O)N2CCC(F)(F)C(=CC(=O)O)c3ccccc32)cc1, C1CCOC1, On1nnc2ccccc21. The product is Cc1ccc(S(=O)(=O)N2CCC(F)(F)C(=CC(=O)N3CCN(C)CC3)c3ccccc32)cc1. RXN SMILES: [CH2:39]([N:40]=[C:41]=[N:42][CH2:43][CH2:44][CH2:45][N:46]([CH3:47])[CH3:48])[CH3:49].[CH3:50][N:51]1[CH2:52][CH2:53][NH:54][CH2:55][CH2:56]1.[ClH:38].[F:1][C:2]1([F:27])[CH2:3][CH2:4][N:5]([S:17](=[O:18])(=[O:19])[c:20]2[cH:21][cH:22][c:23]([CH3:24])[cH:25][cH:26]2)[c:6]2[c:7]([cH:13][cH:14][cH:15][cH:16]2)[C:8]1=[CH:9][C:10](=[O:11])[OH:12].[O:57]1[CH2:58][CH2:59][CH2:60][CH2:61]1.[OH:28][n:29]1[c:30]2[cH:31][cH:32][cH:33][cH:34][c:35]2[n:36][n:37]1>>[F:1][C:2]1([F:27])[CH2:3][CH2:4][N:5]([S:17](=[O:18])(=[O:19])[c:20]2[cH:21][cH:22][c:23]([CH3:24])[cH:25][cH:26]2)[c:6]2[c:7]([cH:13][cH:14][cH:15][cH:16]2)[C:8]1=[CH:9][C:10](=[O:12])[N:54]1[CH2:53][CH2:52][N:51]([CH3:50])[CH2:56][CH2:55]1. Starting materials: CC1(C)Oc2cc3nonc3cc2C(N)C1O, CCO, CC(C)OC(C)C, O=C=Nc1ccccc1. Product: CC1(C)Oc2cc3nonc3cc2C(NC(=O)Nc2ccccc2)C1O. As a reaction SMILES: [CH3:1][C:2]1([CH3:17])[CH:3]([OH:16])[CH:4]([NH2:15])[c:5]2[c:6]([cH:7][c:8]3[c:9]([n:10][o:11][n:12]3)[cH:13]2)[O:14]1.[CH3:27][CH2:28][OH:29].[CH:30]([O:31][CH:32]([CH3:33])[CH3:34])([CH3:35])[CH3:36].[O:18]=[C:19]=[N:20][c:21]1[cH:22][cH:23][cH:24][cH:25][cH:26]1>>[CH3:1][C:2]1([CH3:17])[CH:3]([OH:16])[CH:4]([NH:15][C:19](=[O:18])[NH:20][c:21]2[cH:22][cH:23][cH:24][cH:25][cH:26]2)[c:5]2[c:6]([cH:7][c:8]3[c:9]([n:10][o:11][n:12]3)[cH:13]2)[O:14]1. Starting materials: C1(=CC=CC=C1)P(C1=CC=CC=C1)C1=CC=CC=C1 (triphenylphosphine), N(=NC(=O)OCC)C(=O)OCC (diethyl azodicarboxylate), ClC1=CC2=C(N(C(=N2)CC)C2=CC=C(C=C2)CCNC(=O)NS(=O)(=O)C2=CC=C(C=C2)C)C=C1Cl (5,6-DICHLORO-2-ETHYL-1-(4-{2-[({[(4-METHYLPHENYL)SULFONYL]AMINO}CARBONYL)AMINO]ETHYL}PHENYL)-1H-BENZIMIDAZOLE), C(C)(C)(C)OC(=O)NOC(=O)OC(C)(C)C (N,O-Bis-tert-butoxycarbonylhydroxylamine). The solvent is C1CCOC1 (THF). Conditions: time 2.5 hour. Product: ClC1=CC2=C(N(C(=N2)CC)C2=CC=C(C=C2)CCN(C(=O)NS(=O)(=O)C2=CC=C(C=C2)C)O)C=C1Cl (5,6-DICHLORO-2-ETHYL-1-(4-{2-[HYDROXY({[(4-METHYLPHENYL)SULFONYL]AMINO}CARBONYL)AMINO]ETHYL}PHENYL)-1H-BENZIMIDAZOLE). RXN SMILES: [Cl:1][C:2]1[C:34]([Cl:35])=[CH:33][C:5]2[N:6]([C:11]3[CH:16]=[CH:15][C:14]([CH2:17][CH2:18][NH:19][C:20]([NH:22][S:23]([C:26]4[CH:31]=[CH:30][C:29]([CH3:32])=[CH:28][CH:27]=4)(=[O:25])=[O:24])=[O:21])=[CH:13][CH:12]=3)[C:7]([CH2:9][CH3:10])=[N:8][C:4]=2[CH:3]=1.C([O:40]C(NOC(OC(C)(C)C)=O)=O)(C)(C)C.C1(P(C2C=CC=CC=2)C2C=CC=CC=2)C=CC=CC=1.N(C(OCC)=O)=NC(OCC)=O>C1COCC1>[Cl:1][C:2]1[C:34]([Cl:35])=[CH:33][C:5]2[N:6]([C:11]3[CH:16]=[CH:15][C:14]([CH2:17][CH2:18][N:19]([OH:40])[C:20]([NH:22][S:23]([C:26]4[CH:27]=[CH:28][C:29]([CH3:32])=[CH:30][CH:31]=4)(=[O:25])=[O:24])=[O:21])=[CH:13][CH:12]=3)[C:7]([CH2:9][CH3:10])=[N:8][C:4]=2[CH:3]=1. Reported procedure: To a stirred mixture of 2-[4-(5,6-dichloro-2-ethyl-1H-benzimidazol-1-yl)phenyl]ethanol (Example 96, 100 mg, 0.3 mmol), N,O-Bis-tert-butoxycarbonylhydroxylamine (Baillie, L. C.; Batsanov, A.; Bearder, J. R.; Whiting, D. A. J. Chem. Soc. Perkin Trans. 1, 1998, 20, 3471., 140 mg, 0.6 mmol) and triphenylphosphine (158 mg, 0.6 mmol) in THF (10 mL) was added diethyl azodicarboxylate (DEAD) (0.1 mL, 0.6 mmol). The mixture was stirred under nitrogen atmosphere at room temperature for 2.5 h. The solvent ...